Dataset: the Open Reaction Database (ORD), a public repository of structured organic reaction records. Task: describe an organic reaction: reactants, conditions, products, and yield The reactants are COC(=O)C=1C=CC2=C(SC(=C2)C)C1 (2-Methyl-benzo[b]thiophene-6-carboxylic acid methyl ester), [OH-].[Na+] (NaOH), Cl (HCl). Run in O (H2O). Run at temperature 0 celsius. Yields the product CC1=CC2=C(S1)C=C(C=C2)C(=O)O (2-Methyl-benzo[b]thiophene-6-carboxylic Acid). Isolated yield 100.0%. RXN SMILES: C[O:2][C:3]([C:5]1[CH:6]=[CH:7][C:8]2[CH:12]=[C:11]([CH3:13])[S:10][C:9]=2[CH:14]=1)=[O:4].[OH-].[Na+].Cl>O>[CH3:13][C:11]1[S:10][C:9]2[CH:14]=[C:5]([C:3]([OH:4])=[O:2])[CH:6]=[CH:7][C:8]=2[CH:12]=1 |f:1.2|. Reported procedure: 2-Methyl-benzo[b]thiophene-6-carboxylic acid methyl ester (0.83 g, 4.0 mmol) is reacted with NaOH (0.80 g, 20 mmol) in H2O (20 mL). at reflux for 2 h. The reaction is cooled to 0° C. and acidified with 1.0 M HCl to pH (3˜4). It is extracted with EtOAc (3×100 mL); dried with Na2SO4 filtered and concentrated gives the title compound (0.78 g, 4.0 mmol, quant.). 1H NMR (CDCl3): δ 2.64 (d, J=0.89 Hz, 3H), 7.06 (s, 1H), 7.71 (d, J=8.3 Hz, 1H), 8.03 (dd, J=8.3, 1.7 Hz, 1H), 8.54 (d, J=0.8 Hz, 1H) ppm. ... Reactants: O=C([O-])O, COc1cccnc1CCCCNc1nc(=O)cc[nH]1, Cl, [K+], O, O=Cc1ccncc1. Yields the product COc1cccnc1CCCCNc1nc(=O)c(C(O)c2ccncc2)c[nH]1. As a reaction SMILES: [C:29](=[O:30])([OH:31])[O-:32].[CH3:1][O:2][c:3]1[c:4]([CH2:9][CH2:10][CH2:11][CH2:12][NH:13][c:14]2[nH:15][cH:16][cH:17][c:18](=[O:20])[n:19]2)[n:5][cH:6][cH:7][cH:8]1.[ClH:35].[K+:33].[OH2:34].[n:21]1[cH:22][cH:23][c:24]([CH:27]=[O:28])[cH:25][cH:26]1>>[CH3:1][O:2][c:3]1[c:4]([CH2:9][CH2:10][CH2:11][CH2:12][NH:13][c:14]2[nH:15][cH:16][c:17]([CH:27]([c:24]3[cH:23][cH:22][n:21][cH:26][cH:25]3)[OH:28])[c:18](=[O:20])[n:19]2)[n:5][cH:6][cH:7][cH:8]1. Reactants: C(C)(=O)N(C(C)=O)C=1C(=NC=CC1Br)C (N-acetyl-N-(4-bromo-2-methylpyridin-3-yl)acetamide), [OH-].[Na+] (NaOH), Cl (HCl). Run in CO (methanol). Run at time 30 minute. Product: BrC1=C(C(=NC=C1)C)NC(C)=O (N-(4-bromo-2-methylpyridin-3-yl)acetamide). Isolated yield 87.4%. Reaction SMILES: [C:1]([N:4]([C:8]1[C:9]([CH3:15])=[N:10][CH:11]=[CH:12][C:13]=1[Br:14])C(=O)C)(=[O:3])[CH3:2].[OH-].[Na+].Cl>CO>[Br:14][C:13]1[CH:12]=[CH:11][N:10]=[C:9]([CH3:15])[C:8]=1[NH:4][C:1](=[O:3])[CH3:2] |f:1.2|. Procedure: To a solution of N-acetyl-N-(4-bromo-2-methylpyridin-3-yl)acetamide (0.95 g, 3.50 mmol) in methanol (14.02 mL) was added 1M NaOH (0.876 ml, 0.876 mmol) and the reaction was stirred at room temperature for 30 minutes. The reaction mixture was neutralized with 1N HCl (400 uL) and then concentrated under vacuum to give a residue that was purified on silica column chromatography eluting with (chloroform:methanol, 97:3) Concentration of the product fractions gave N-(4-bromo-2-methylpyridin-3-yl)aceta... Reactants: [C-]#N, CC[N+](CC)(CC)CC, C1COCCO1, O=C(C=Cc1ccccc1)C=Cc1ccccc1, O=C(C=Cc1ccccc1)C=Cc1ccccc1, O=C(C=Cc1ccccc1)C=Cc1ccccc1, N#C[Cu], COc1cc(-c2csc3c(I)cnc(N)c23)ccc1NC(=O)c1cc2ccccc2n1C, [Pd], [Pd]. Yields the product COc1cc(-c2csc3c(C#N)cnc(N)c23)ccc1NC(=O)c1cc2ccccc2n1C. Reaction SMILES: [C-:36]#[N:37].[CH2:38]([N+:39]([CH2:40][CH3:41])([CH2:42][CH3:43])[CH2:44][CH3:45])[CH3:46].[CH2:47]1[O:48][CH2:49][CH2:50][O:51][CH2:52]1.[CH:55](=[CH:56][C:57]([CH:58]=[CH:59][c:60]1[cH:61][cH:62][cH:63][cH:64][cH:65]1)=[O:66])[c:67]1[cH:68][cH:69][cH:70][cH:71][cH:72]1.[CH:73](=[CH:74][C:75]([CH:76]=[CH:77][c:78]1[cH:79][cH:80][cH:81][cH:82][cH:83]1)=[O:84])[c:85]1[cH:86][cH:87][cH:88][cH:89][cH:90]1.[CH:91](=[CH:92][C:93]([CH:94]=[CH:95][c:96]1[cH:97][cH:98][cH:99][cH:100][cH:101]1)=[O:102])[c:103]1[cH:104][cH:105][cH:106][cH:107][cH:108]1.[Cu:33][C:34]#[N:35].[NH2:1][c:2]1[n:3][cH:4][c:5]([I:32])[c:6]2[c:7]1[c:8](-[c:11]1[cH:12][c:13]([O:30][CH3:31])[c:14]([NH:17][C:18](=[O:19])[c:20]3[n:21]([CH3:29])[c:22]4[cH:23][cH:24][cH:25][cH:26][c:27]4[cH:28]3)[cH:15][cH:16]1)[cH:9][s:10]2.[Pd:53].[Pd:54]>>[NH2:1][c:2]1[n:3][cH:4][c:5]([C:34]#[N:35])[c:6]2[c:7]1[c:8](-[c:11]1[cH:12][c:13]([O:30][CH3:31])[c:14]([NH:17][C:18](=[O:19])[c:20]3[n:21]([CH3:29])[c:22]4[cH:23][cH:24][cH:25][cH:26][c:27]4[cH:28]3)[cH:15][cH:16]1)[cH:9][s:10]2. Reactants: C([C@@H]1CCCO1)NS(=O)(=O)C1=C(C(=CC=C1Cl)[N+](=O)[O-])O (N-((2S)-tetrahydrofurfuryl)-6-chloro-2-hydroxy-3-nitrobenzenesulfonamide), [H][H] (hydrogen). The reagents and catalysts are [Pd] (Pd/C). Yields the product C([C@@H]1CCCO1)NS(=O)(=O)C1=C(C(=CC=C1Cl)N)O (N-((2S)-Tetrahydrofurfuryl)-3-amino-6-chloro-2-hydroxybenzenesulfonamide). Yield: 92.1%. As a reaction SMILES: [CH2:1]([NH:7][S:8]([C:11]1[C:16]([Cl:17])=[CH:15][CH:14]=[C:13]([N+:18]([O-])=O)[C:12]=1[OH:21])(=[O:10])=[O:9])[C@H:2]1[O:6][CH2:5][CH2:4][CH2:3]1.[H][H]>[Pd]>[CH2:1]([NH:7][S:8]([C:11]1[C:16]([Cl:17])=[CH:15][CH:14]=[C:13]([NH2:18])[C:12]=1[OH:21])(=[O:9])=[O:10])[C@H:2]1[O:6][CH2:5][CH2:4][CH2:3]1. Procedure: Following the general hydrogenation procedure outlined in example 15, N-((2S)-tetrahydrofurfuryl)-6-chloro-2-hydroxy-3-nitrobenzenesulfonamide (270 mg, 0.80 mmol) was reduced with hydrogen and Pd/C (140 mg) to form the desired product (226 mg, 94%). EI-MS m/z 305(M-H)−.